Dataset: the Open Reaction Database (ORD), a public repository of structured organic reaction records. Task: describe an organic reaction: reactants, conditions, products, and yield The reactants are O=C([O-])[O-], CN(C)C=O, CC(C)I, [K+], [K+], NC1CCCCC1O. Product: CC(C)NC1CCCCC1O. RXN SMILES: [C:13](=[O:14])([O-:15])[O-:16].[CH3:19][N:20]([CH3:21])[CH:22]=[O:23].[CH:9]([CH3:10])([CH3:11])[I:12].[K+:17].[K+:18].[NH2:1][CH:2]1[CH:3]([OH:8])[CH2:4][CH2:5][CH2:6][CH2:7]1>>[NH:1]([CH:2]1[CH:3]([OH:8])[CH2:4][CH2:5][CH2:6][CH2:7]1)[CH:9]([CH3:10])[CH3:11]. Product: CCOC(=O)C(F)(F)c1ccc2ncccc2c1. Reactants: CCOC(=O)C(F)(F)Br, CCOC(C)=O, CS(C)=O, [Cl-], [Cu], Ic1ccc2ncccc2c1, [NH4+]. RXN SMILES: [Br:12][C:13]([C:14](=[O:15])[O:16][CH2:17][CH3:18])([F:19])[F:20].[CH3:23][CH2:24][O:25][C:26](=[O:27])[CH3:28].[CH3:29][S:30]([CH3:31])=[O:32].[Cl-:21].[Cu:33].[I:1][c:2]1[cH:3][c:4]2[cH:5][cH:6][cH:7][n:8][c:9]2[cH:10][cH:11]1.[NH4+:22]>>[c:2]1([C:13]([C:14](=[O:15])[O:16][CH2:17][CH3:18])([F:19])[F:20])[cH:3][c:4]2[cH:5][cH:6][cH:7][n:8][c:9]2[cH:10][cH:11]1. Starting materials: ClC1=CC=C(C[C@H](N)C(=O)O)C=C1 (4-chlorophenylalanine), ClC(=O)OCC=C (allyl chloroformate). Run in CO (methanol). Product: C(C=C)OC(=O)NC(C(=O)O)CC1=CC=C(C=C1)Cl (2-Allyloxycarbonylamino-3-(4-chlorophenyl)propionic acid). Reaction SMILES: [Cl:1][C:2]1[CH:13]=[CH:12][C:5]([CH2:6][C@@H:7]([C:9]([OH:11])=[O:10])[NH2:8])=[CH:4][CH:3]=1.Cl[C:15]([O:17][CH2:18][CH:19]=[CH2:20])=[O:16]>CO>[CH2:18]([O:17][C:15]([NH:8][CH:7]([CH2:6][C:5]1[CH:4]=[CH:3][C:2]([Cl:1])=[CH:13][CH:12]=1)[C:9]([OH:11])=[O:10])=[O:16])[CH:19]=[CH2:20]. Procedure: The product is prepared by methods (ET3N, methanol) known from the literature starting from 10 g of 4-chlorophenylalanine and 8 ml of allyl chloroformate. MW=283.71 (calculated monoisotopic); measured value (M+H)+: 284.1. Starting materials: COC(=O)C1=CSC(=C1)Br (5-bromo-thiophene-3-carboxylic acid methyl ester), C1(=CC=CC=C1)B(O)O (phenylboronic acid), C([O-])([O-])=O.[K+].[K+] (potassium carbonate). Reagents/catalysts: C=1C=CC(=CC1)[P](C=2C=CC=CC2)(C=3C=CC=CC3)[Pd]([P](C=4C=CC=CC4)(C=5C=CC=CC5)C=6C=CC=CC6)([P](C=7C=CC=CC7)(C=8C=CC=CC8)C=9C=CC=CC9)[P](C=1C=CC=CC1)(C=1C=CC=CC1)C=1C=CC=CC1 (Pd(PPh3)4). The solvent is COCCOC (1,2-dimethoxyethane). Run at temperature 80 celsius. Yields the product COC(=O)C1=CSC(=C1)C1=CC=CC=C1 (5-phenylthiophene-3-carboxylic acid methyl ester). Yield: 51.6%. RXN SMILES: [CH3:1][O:2][C:3]([C:5]1[CH:9]=[C:8](Br)[S:7][CH:6]=1)=[O:4].[C:11]1(B(O)O)[CH:16]=[CH:15][CH:14]=[CH:13][CH:12]=1.C(=O)([O-])[O-].[K+].[K+]>COCCOC.C1C=CC([P]([Pd]([P](C2C=CC=CC=2)(C2C=CC=CC=2)C2C=CC=CC=2)([P](C2C=CC=CC=2)(C2C=CC=CC=2)C2C=CC=CC=2)[P](C2C=CC=CC=2)(C2C=CC=CC=2)C2C=CC=CC=2)(C2C=CC=CC=2)C2C=CC=CC=2)=CC=1>[CH3:1][O:2][C:3]([C:5]1[CH:9]=[C:8]([C:11]2[CH:16]=[CH:15][CH:14]=[CH:13][CH:12]=2)[S:7][CH:6]=1)=[O:4] |f:2.3.4,^1:35,37,56,75|. Procedure: Prepare a mixture of 5-bromo-thiophene-3-carboxylic acid methyl ester (1.86 g, 8.41 mmol), phenylboronic acid (2.05 g, 16.83 mmol), and 1 M aqueous potassium carbonate (12.5 mL, 25.23 mmol) in 1,2-dimethoxyethane (70 mL) and purge with nitrogen for 20 minutes. Add Pd(PPh3)4 (485 mg, 0.42 mmol) and again purge the mixture with nitrogen for 10 minutes. Heat to 80° C. for 24 hours. Evaporate the solvent and redissolve the residue in ethyl acetate. Extract the aqueous phase with ethyl acetate (2×20 ... The reactants are BrC1=NC(=CC=C1)Br (2,6-dibromopyridine), NCCCO (3-aminopropanol). The solvent is C1CCOC1 (THF), CCOC(=O)C (EtOAc). The product is BrC1=CC=CC(=N1)NCCCO (3-(6-bromo-pyridin-2-ylamino)-propan-1-ol). Reaction SMILES: Br[C:2]1[CH:7]=[CH:6][CH:5]=[C:4]([Br:8])[N:3]=1.[NH2:9][CH2:10][CH2:11][CH2:12][OH:13]>C1COCC1.CCOC(C)=O>[Br:8][C:4]1[N:3]=[C:2]([NH:9][CH2:10][CH2:11][CH2:12][OH:13])[CH:7]=[CH:6][CH:5]=1. Procedure: A solution of 2,6-dibromopyridine (10 g, 42 mmol) and 3-aminopropanol (3.5 mL, 46 mmol) in THF (60 mL) was stirred at reflux for 48 h. The reaction mixture was diluted with EtOAc and washed with H2O and brine, dried (MgSO4) and concentrated in vacuo to give 3-(6-bromo-pyridin-2-ylamino)-propan-1-ol as a light-yellow oil which crystallized on standing at RT to a white solid. MS m/z: 232.0 (M+H). Calc'd for C8H11BrN2O 231.09.